This data is from the Open Reaction Database (ORD), a public repository of structured organic reaction records. The task is: describe an organic reaction: reactants, conditions, products, and yield Reactants: OC=1C2=C(C(=NC1C(=O)OCC)C1=CC=CC=C1)C(=NO2)C2=CC=C(C=C2)OC (Ethyl 7-hydroxy-3-(4-methoxyphenyl)-4-phenylisoxazolo[4,5-c]pyridine-6-carboxylate), NCC(=O)O (glycine), C[O-].[Na+] (sodium methoxide). The solvent is C([O-])(O)=O.[Na+] (sodium bicarbonate). Yields the product OC=1C2=C(C(=NC1C(=O)NCC(=O)O)C1=CC=CC=C1)C(=NO2)C2=CC=C(C=C2)OC ({[7-Hydroxy-3-(4-methoxy-phenyl)-4-phenyl-isoxazolo[4,5-c]pyridine-6-carbonyl]-amino}-acetic acid). Yield: 62.3%. As a reaction SMILES: [OH:1][C:2]1[C:3]2[O:21][N:20]=[C:19]([C:22]3[CH:27]=[CH:26][C:25]([O:28][CH3:29])=[CH:24][CH:23]=3)[C:4]=2[C:5]([C:13]2[CH:18]=[CH:17][CH:16]=[CH:15][CH:14]=2)=[N:6][C:7]=1[C:8](OCC)=[O:9].[NH2:30][CH2:31][C:32]([OH:34])=[O:33].C[O-].[Na+]>C(=O)(O)[O-].[Na+]>[OH:1][C:2]1[C:3]2[O:21][N:20]=[C:19]([C:22]3[CH:23]=[CH:24][C:25]([O:28][CH3:29])=[CH:26][CH:27]=3)[C:4]=2[C:5]([C:13]2[CH:14]=[CH:15][CH:16]=[CH:17][CH:18]=2)=[N:6][C:7]=1[C:8]([NH:30][CH2:31][C:32]([OH:34])=[O:33])=[O:9] |f:2.3,4.5|. Reported procedure: Ethyl 7-hydroxy-3-(4-methoxyphenyl)-4-phenylisoxazolo[4,5-c]pyridine-6-carboxylate (70 mg, 0.18 mmol) and glycine (539 mg, 7.18 mmol) were added to sodium methoxide solution (10.8 mL, 5.38 mmol, 0.5 M in MeOH) and the mixture was refluxed for 3 days. The mixture was cooled to room temperature and the solvent was removed in vacuo. The residue was dissolved in minimum amount of water and 0.25 M hydrochloric acid was added until pH was 3. The precipitate was isolated by filtration and dried under v... Starting materials: C1(CCCCC1)C(=O)OC (methyl cyclohexylcarboxylate), NN.O (NH2NH2.H2O). The solvent is C(C)(C)O (isopropyl alcohol). Yields the product C1(CCCCC1)C(=O)NN (cyclohexanecarbohydrazide). Reaction SMILES: [CH:1]1([C:7]([O:9]C)=O)[CH2:6][CH2:5][CH2:4][CH2:3][CH2:2]1.[NH2:11][NH2:12].O>C(O)(C)C>[CH:1]1([C:7]([NH:11][NH2:12])=[O:9])[CH2:6][CH2:5][CH2:4][CH2:3][CH2:2]1 |f:1.2|. Procedure details: 28 Grams of methyl cyclohexylcarboxylate and 15 g of 85%-NH2NH2.H2O were dissolved in 50 ml of isopropyl alcohol, and the solution was refluxed by heating for 10 hours. The reaction mixture was concentrated, and the crystals precipitated by adding water were collected by filtration, then the crystals were washed with water, then recrystallized from water to yield 20 g of cyclohexanecarbohydrazide in the form of colorless needle-like crystals. Reactants: COC=1C(=C(C(=O)OC)C=CC1)CC#N (methyl 3-methoxy-2-cyanomethylbenzoate), Ba(OH)2H2O. Solvent: CO (CH3OH). Reaction conditions: time 8 hour. Product: C(#N)CC1=C(C(=O)O)C=CC=C1OC (2-cyanomethyl-3-methoxybenzoic acid). The yield is 86847.4%. RXN SMILES: [CH3:1][O:2][C:3]1[C:4]([CH2:13][C:14]#[N:15])=[C:5]([CH:10]=[CH:11][CH:12]=1)[C:6]([O:8]C)=[O:7]>CO>[C:14]([CH2:13][C:4]1[C:3]([O:2][CH3:1])=[CH:12][CH:11]=[CH:10][C:5]=1[C:6]([OH:8])=[O:7])#[N:15]. Procedure details: Into a 500 mL 3-neck round bottom flask was added 10 g (61.75 mmol) of 2-bromomethyl, 3-methoxy methyl benzoate, 4.0 g (81.6 mmol) of NaCN, 0.30 g (2 mmol) of NaI, 100 mL of CH3CN, and 50 mL of DMF. The reaction mixture was heated and refluxed for 10 hours. The precipitate (NaBr) was filtered off, and the solution was concentrated on an evaporator. 300 mL of water and 200 mL of ether were added and then shaken in a separatory funnel. The water was extracted twice with 100 mL of ether. The ether ... Starting materials: C1(CCCC=2OC3C(C21)CCCC3)=O (3,4,5a,6,7,8,9,9a-octahydrodibenzo[b,d]furan-1(2H)-one), C(C)(C)NC(C)C (diisopropylamine), C(CCC)[Li] (n-butyllithium), product, C(OC)(OC)=O (dimethyl carbonate). Solvent: O1CCCC1 (tetrahydrofuran), O1CCCC1 (tetrahydrofuran). Conditions: time 30 minute. Yields the product O=C1C(CCC=2OC3C(C21)CCCC3)C(=O)OC (methyl 1-oxo-1,2,3,4,5a,6,7,8,9,9a-decahydrodibenzo[b,d]furan-2-carboxylate). RXN SMILES: C(NC(C)C)(C)C.C([Li])CCC.[C:13]1(=[O:26])[C:21]2[CH:20]3[CH2:22][CH2:23][CH2:24][CH2:25][CH:19]3[O:18][C:17]=2[CH2:16][CH2:15][CH2:14]1.[C:27](=O)([O:30]C)[O:28][CH3:29]>O1CCCC1>[O:26]=[C:13]1[C:21]2[CH:20]3[CH2:22][CH2:23][CH2:24][CH2:25][CH:19]3[O:18][C:17]=2[CH2:16][CH2:15][CH:14]1[C:27]([O:28][CH3:29])=[O:30]. Procedure: A solution of diisopropylamine (5.56 mL, 39.0 mmol) in tetrahydrofuran (20 mL) was cooled to −78° C. and then treated with n-butyllithium (15.60 mL, 39.0 mmol) added dropwise. The mixture was stirred at this temperature for 30 minutes. The solution was transferred by cannula needle into a solution of the product from Example 1A, (3,4,5a,6,7,8,9,9a-octahydrodibenzo[b,d]furan-1(2H)-one, 2.5 g, 13.00 mmol) in tetrahydrofuran (40 mL) precooled to −78° C., and the resulting mixture was stirred for 30... The product is NCCCc1cccc2[nH]ncc12. Reactants: [Al+3], C1CCOC1, [H-], [H-], [H-], [H-], [Li+], N#CCCc1cccc2[nH]ncc12. RXN SMILES: [Al+3:2].[CH2:20]1[O:21][CH2:22][CH2:23][CH2:24]1.[H-:1].[H-:4].[H-:5].[H-:6].[Li+:3].[nH:7]1[n:8][cH:9][c:10]2[c:11]([CH2:16][CH2:17][C:18]#[N:19])[cH:12][cH:13][cH:14][c:15]12>>[nH:7]1[n:8][cH:9][c:10]2[c:11]([CH2:16][CH2:17][CH2:18][NH2:19])[cH:12][cH:13][cH:14][c:15]12. Starting materials: COC(=O)C=1C=NC=NC1 (5-Methoxycarbonylpyrimidine), CI (methyliodide), C(C)OCC (diethyl ether). The solvent is C(C)#N (acetonitrile). The product is [I-].C[N+]1=CN=CC(=C1)C(=O)OC (1-Methyl-5-methoxycarbonylpyrimidinium iodide). Reaction SMILES: [CH3:1][O:2][C:3]([C:5]1[CH:6]=[N:7][CH:8]=[N:9][CH:10]=1)=[O:4].C[I:12].[CH2:13](OCC)C>C(#N)C>[I-:12].[CH3:13][N+:7]1[CH:6]=[C:5]([C:3]([O:2][CH3:1])=[O:4])[CH:10]=[N:9][CH:8]=1 |f:4.5|. Procedure details: 5-Methoxycarbonylpyrimidine (597 mg, 4.3 mmol) and methyliodide (1.6 ml, 26 mmol) were dissolved in acetonitrile (20 ml) in a stoppered flask and stirred at room temperature. After five days diethyl ether was added to precipitate red crystalline product 314 mg (26%), mp 167°-170° C. with effervescence. Calculated: C 30.02, H 3.24, N 10.00; found: C 29.88, H 3.30, N 10.07. The reactants are FC=1C=C(C(=NC1)OC1=CC=C(C=C1)F)C(=O)NCC1=CC=C(C(=O)OC)C=C1 (Methyl 4-[({[5-fluoro-2-(4-fluorophenoxy)pyridin-3-yl]carbonyl}amino)methyl]benzoate), Cl.N[C@@H](C)C1=CC=C(C(=O)OC)C=C1 (Methyl 4-[(1S)-1-aminoethyl]benzoate hydrochloride). Yields the product FC=1C=C(C(=NC1)OC1=CC=C(C=C1)F)C(=O)N[C@@H](C)C1=CC=C(C(=O)OC)C=C1 (Methyl 4-[(1S)-1-({[5-fluoro-2-(4-fluorophenoxy)pyridin-3-yl]carbonyl}amino)ethyl]benzoate). As a reaction SMILES: [F:1][C:2]1[CH:3]=[C:4]([C:16]([NH:18][CH2:19][C:20]2[CH:29]=[CH:28][C:23]([C:24]([O:26][CH3:27])=[O:25])=[CH:22][CH:21]=2)=[O:17])[C:5]([O:8][C:9]2[CH:14]=[CH:13][C:12]([F:15])=[CH:11][CH:10]=2)=[N:6][CH:7]=1.Cl.N[C@H:32](C1C=CC(C(OC)=O)=CC=1)C>>[F:1][C:2]1[CH:3]=[C:4]([C:16]([NH:18][C@H:19]([C:20]2[CH:21]=[CH:22][C:23]([C:24]([O:26][CH3:27])=[O:25])=[CH:28][CH:29]=2)[CH3:32])=[O:17])[C:5]([O:8][C:9]2[CH:14]=[CH:13][C:12]([F:15])=[CH:11][CH:10]=2)=[N:6][CH:7]=1 |f:1.2|. Reported procedure: The title compound was prepared according to the procedure described in step 3 of Example 1 from 5-fluoro-2-(4-fluorophenoxy)nicotinic acid (step 3 of Example 1) and methyl 4-[(1S)-1-aminoethyl]benzoate hydrochloride (step 3): 1H-NMR (CDCl3) the data of the title compound were identical with that of the racemate (step 2 of Example 2); MS (ESI) m/z 413 (M+H)+, 411 (M−H)−. The reactants are O=S(=O)(Cl)c1ccccc1Br, CCC(C)(C)N, ClCCl. Yields the product CCC(C)(C)NS(=O)(=O)c1ccccc1Br. Reaction SMILES: [Br:7][c:8]1[c:9]([S:14](=[O:15])(=[O:16])[Cl:17])[cH:10][cH:11][cH:12][cH:13]1.[CH3:1][C:2]([CH3:3])([CH2:4][CH3:5])[NH2:6].[Cl:18][CH2:19][Cl:20]>>[CH3:1][C:2]([CH3:3])([CH2:4][CH3:5])[NH:6][S:14]([c:9]1[c:8]([Br:7])[cH:13][cH:12][cH:11][cH:10]1)(=[O:15])=[O:16]. The reactants are solid, Cl.Cl.O1C=C(C=C2C1=CC=C2)C2N(CCCC2)CC[C@@H]2CC[C@H](CC2)N (trans-4-[2-(4-benzofuran-3-yl-piperidin-1-yl)-ethyl]-cyclohexylamine dihydrochloride), Cl.Cl.O1C=C(C=C2C1=CC=C2)C2N(CCCC2)CC[C@@H]2CC[C@H](CC2)N (trans-4-[2-(4-benzofuran-3-yl-piperidin-1-yl)-ethyl]-cyclohexylamine dihydrochloride), O1COC2=C1C=CC(=C2)C(=O)O (benzo[1,3]dioxole-5-carboxylic acid). Yields the product O1C=C(C=C2C1=CC=C2)C2N(CCCC2)CC[C@@H]2CC[C@H](CC2)NC(=O)C2=CC1=C(OCO1)C=C2 (Benzo[1,3]dioxole-5-carboxylic acid trans-{4-[2-(4-benzofuran-3-yl-piperidin-1-yl)-ethyl]-cyclohexyl}-amide). RXN SMILES: Cl.Cl.[O:3]1[C:8]2=[CH:9][CH:10]=[CH:11][C:7]2=[CH:6][C:5]([CH:12]2[CH2:17][CH2:16][CH2:15][CH2:14][N:13]2[CH2:18][CH2:19][C@H:20]2[CH2:25][CH2:24][C@H:23]([NH2:26])[CH2:22][CH2:21]2)=[CH:4]1.[O:27]1[C:31]2[CH:32]=[CH:33][C:34]([C:36](O)=[O:37])=[CH:35][C:30]=2[O:29][CH2:28]1>>[O:3]1[C:8]2=[CH:9][CH:10]=[CH:11][C:7]2=[CH:6][C:5]([CH:12]2[CH2:17][CH2:16][CH2:15][CH2:14][N:13]2[CH2:18][CH2:19][C@H:20]2[CH2:21][CH2:22][C@H:23]([NH:26][C:36]([C:34]3[CH:33]=[CH:32][C:31]4[O:27][CH2:28][O:29][C:30]=4[CH:35]=3)=[O:37])[CH2:24][CH2:25]2)=[CH:4]1 |f:0.1.2|. Procedure: The title compound, off-white solid (97 mg, 82%), MS (ISP) m/z=475.3 [(M+H)+], mp 198° C., was prepared in accordance with the general method of example 1 from trans-4-[2-(4-benzofuran-3-yl-piperidin-1-yl)-ethyl]-cyclohexylamine dihydrochloride (intermediate A) (100 mg, 0.25 mmol) and benzo[1,3]dioxole-5-carboxylic acid.